Dataset: the Open Reaction Database (ORD), a public repository of structured organic reaction records. Task: describe an organic reaction: reactants, conditions, products, and yield Yields the product OC1(C(OCC1)C)C1=CC=2N=CN(C(C2S1)=O)C1=CC=C(C=C1)N1CCN(CCC1)C (6-(3-Hydroxy-2-methyltetrahydrofuran-3-yl)-3-[4-(4-methyl[1,4]diazepan-1-yl)phenyl]-3H-thieno[3,2-d]pyrimidin-4-one). RXN SMILES: CO[C:3]([C:5]1[S:6][C:7]([C:15]2([OH:21])[CH2:19][CH2:18][O:17][CH:16]2[CH3:20])=[CH:8][C:9]=1[N:10]=[CH:11][N:12]([CH3:14])C)=[O:4].[CH3:22][N:23]1[CH2:29][CH2:28][CH2:27][N:26]([C:30]2[CH:35]=[CH:34]C(N)=[CH:32][CH:31]=2)[CH2:25][CH2:24]1>>[OH:21][C:15]1([C:7]2[S:6][C:5]3[C:3](=[O:4])[N:12]([C:14]4[CH:34]=[CH:35][C:30]([N:26]5[CH2:27][CH2:28][CH2:29][N:23]([CH3:22])[CH2:24][CH2:25]5)=[CH:31][CH:32]=4)[CH:11]=[N:10][C:9]=3[CH:8]=2)[CH2:19][CH2:18][O:17][CH:16]1[CH3:20]. Reported procedure: 3-(Dimethylaminomethyleneamino)-5-(3-hydroxy-2-methyltetrahydrofuran-3-yl)thiophene-2-carboxylic acid methyl ester and 4-(4-methyl[1,4]diazepan-1-yl)phenylamine were reacted by method A1. The product with the molecular weight of 440.57 (C23H28N4O3S) was obtained in this way; MS (ESI): 441 (M+H+). Reactants: COC(=O)C=1SC(=CC1N=CN(C)C)C1(C(OCC1)C)O (3-(Dimethylaminomethyleneamino)-5-(3-hydroxy-2-methyltetrahydrofuran-3-yl)thiophene-2-carboxylic acid methyl ester), CN1CCN(CCC1)C1=CC=C(C=C1)N (4-(4-methyl[1,4]diazepan-1-yl)phenylamine).